This data is from the Open Reaction Database (ORD), a public repository of structured organic reaction records. The task is: describe an organic reaction: reactants, conditions, products, and yield The solvent is O1CCOCC1 (Dioxane). Product: ClC=1C=C(C(=O)OC)C=C(N1)N(S(=O)(=O)C)C (methyl 2-chloro-6-[methyl(methylsulfonyl)amino]isonicotinate). The reactants are ClC=1C=C(C(=O)OC)C=C(N1)Cl (Methyl 2,6-dichloroisonicotinate), CNS(=O)(=O)C (methyl(methylsulfonyl)amine), P(=O)([O-])([O-])[O-].[K+].[K+].[K+] (potassium phosphate), CC1(C2=C(C(=CC=C2)P(C3=CC=CC=C3)C4=CC=CC=C4)OC5=C(C=CC=C51)P(C6=CC=CC=C6)C7=CC=CC=C7)C (Xantphos). Reagents/catalysts: C=1C=CC(=CC1)/C=C/C(=O)/C=C/C2=CC=CC=C2.C=1C=CC(=CC1)/C=C/C(=O)/C=C/C2=CC=CC=C2.C=1C=CC(=CC1)/C=C/C(=O)/C=C/C2=CC=CC=C2.[Pd].[Pd] (tris(dibenzylideneacetone)dipalladium). RXN SMILES: [Cl:1][C:2]1[CH:3]=[C:4]([CH:9]=[C:10](Cl)[N:11]=1)[C:5]([O:7][CH3:8])=[O:6].[CH3:13][NH:14][S:15]([CH3:18])(=[O:17])=[O:16].P([O-])([O-])([O-])=O.[K+].[K+].[K+].CC1(C)C2C(=C(P(C3C=CC=CC=3)C3C=CC=CC=3)C=CC=2)OC2C(P(C3C=CC=CC=3)C3C=CC=CC=3)=CC=CC1=2>C1C=CC(/C=C/C(/C=C/C2C=CC=CC=2)=O)=CC=1.C1C=CC(/C=C/C(/C=C/C2C=CC=CC=2)=O)=CC=1.C1C=CC(/C=C/C(/C=C/C2C=CC=CC=2)=O)=CC=1.[Pd].[Pd].O1CCOCC1>[Cl:1][C:2]1[CH:3]=[C:4]([CH:9]=[C:10]([N:14]([CH3:13])[S:15]([CH3:18])(=[O:17])=[O:16])[N:11]=1)[C:5]([O:7][CH3:8])=[O:6] |f:2.3.4.5,7.8.9.10.11|. Conditions: temperature 100 celsius. Reported procedure: Methyl 2,6-dichloroisonicotinate (5.0 g, 24.3 mmol), methyl(methylsulfonyl)amine (3.18 g, 29.12 mmol), potassium phosphate (7.22 g, 34.0 mmol), Xantphos (0.87 g, 1.50 mmol) and tris(dibenzylideneacetone)dipalladium (0.68 g, 0.51 mmol) were added to a dry, argon flushed flask. Dioxane (195 mL) was added, the solution degassed with argon and the reaction was heated to 100° C. for 16 h. The reaction was cooled to rt, filtered through celite and evaporated in vacuo. Flash chromatography (silica, 0-5... Starting materials: CN (methylamine), ClC1=C2C=CC(=C(C2=CC=C1OC)N=O)O (5-chloro-6-methoxy-1-nitroso-2-naphthol), ClC1=C2C=CC(=C(C2=CC=C1OC)N=O)NC (5-chloro-6-methoxy-2-methylamino-1-nitrosonaphthalene), COC1=CC=C(C=O)C=C1 (4-methoxybenzaldehyde), ClC1=C2C=CC(=CC2=CC=C1OC)O (5-chloro-6-methoxy-2-naphthol). Run in C(C)O (ethanol). The product is ClC1=C2C=CC(=C(C2=CC=C1OC)N=O)NC (5-chloro-6-methoxy-2-methylamino-1-nitrosonaphthalene), ClC1=C2C=CC(=CC2=CC=C1OC)C(C)=O ((5-chloro-6-methoxy-2-naphthalenyl)-ethanone). RXN SMILES: [Cl:1][C:2]1[C:11]([O:12][CH3:13])=[CH:10][CH:9]=[C:8]2[C:3]=1[CH:4]=[CH:5][C:6]([NH:16][CH3:17])=[C:7]2[N:14]=[O:15].C[O:19][C:20]1C=CC(C=O)=C[CH:21]=1.CN.[Cl:30][C:31]1[C:40]([O:41][CH3:42])=[CH:39][CH:38]=[C:37]2[C:32]=1[CH:33]=[CH:34][C:35](O)=[C:36]2N=O.ClC1C(OC)=CC=C2C=1C=CC(O)=C2>C(O)C>[Cl:1][C:2]1[C:11]([O:12][CH3:13])=[CH:10][CH:9]=[C:8]2[C:3]=1[CH:4]=[CH:5][C:6]([NH:16][CH3:17])=[C:7]2[N:14]=[O:15].[Cl:30][C:31]1[C:40]([O:41][CH3:42])=[CH:39][CH:38]=[C:37]2[C:32]=1[CH:33]=[CH:34][C:35]([C:20](=[O:19])[CH3:21])=[CH:36]2. Reported procedure: The compound of the title is prepared by following essentially the same procedure described in example 2 but starting from 5-chloro-6-methoxy-2-methylamino-1-nitrosonaphthalene instead of 2-methylamino-1-nitrosonaphthalene and employing 4-methoxybenzaldehyde instead of 4-ethoxybenzaldehyde. Yield 48%. M.p. 247°-48° C. (from ethanol). The starting 5-chloro-6-methoxy-2-methylamino-1-nitrosonaphthalene is prepared through reaction of methylamine with 5-chloro-6-methoxy-1-nitroso-2-naphthol followin... Reactants: O=C(Cl)CCC(F)(F)F, [H-], [Na+], [Na+], CN(C)C=O, O, O=c1cc(O)c2cccnc2n1-c1ccccc1, O=C([O-])O. Yields the product O=C(CCC(F)(F)F)Oc1cc(=O)n(-c2ccccc2)c2ncccc12. RXN SMILES: [F:21][C:22]([CH2:23][CH2:24][C:25](=[O:26])[Cl:27])([F:28])[F:29].[H-:19].[Na+:20].[Na+:30].[O:35]=[CH:36][N:37]([CH3:38])[CH3:39].[OH2:40].[OH:1][c:2]1[cH:3][c:4](=[O:18])[n:5](-[c:12]2[cH:13][cH:14][cH:15][cH:16][cH:17]2)[c:6]2[n:7][cH:8][cH:9][cH:10][c:11]12.[OH:31][C:32](=[O:33])[O-:34]>>[O:1]([c:2]1[cH:3][c:4](=[O:18])[n:5](-[c:12]2[cH:13][cH:14][cH:15][cH:16][cH:17]2)[c:6]2[n:7][cH:8][cH:9][cH:10][c:11]12)[C:25]([CH2:24][CH2:23][C:22]([F:21])([F:28])[F:29])=[O:26]. The solvent is C(Cl)Cl (methylene dichloride), C(Cl)Cl (methylene dichloride), C(Cl)Cl (methylene dichloride), C(Cl)Cl (methylene dichloride). Reported procedure: A suspension of phosphorus pentachloride (4.71 g., 22.5 mmole) in methylene dichloride (35 ml.) was warmed until most of the phosphorus pentachloride had dissolved. A solution of pyridine in methylene dichloride (18.2 ml., as a 10% v:v solution, ca 22.5 mmole pyridine) was added, and the white suspension was warmed to 23° for 10 minutes, then cooled to 0°. A solution of diphenylmethyl 7β-(2-thienylacetamido)-3-vinylceph-3-em-4-carboxylate (5.16 g., 10 mmole) in methylene dichloride (70 ml.), coo... Product: N[C@H]1[C@@H]2N(C(=C(CS2)C=C)C(=O)OC(C2=CC=CC=C2)C2=CC=CC=C2)C1=O (Diphenylmethyl 7β-amino-3-vinylceph-3-em-4-carboxylate). Yield: 68.8%. As a reaction SMILES: P(Cl)(Cl)(Cl)(Cl)Cl.N1C=CC=CC=1.S1C=CC=C1CC([NH:21][C@@H:22]1[C:47](=[O:48])[N:24]2[C:25]([C:31]([O:33][CH:34]([C:41]3[CH:46]=[CH:45][CH:44]=[CH:43][CH:42]=3)[C:35]3[CH:40]=[CH:39][CH:38]=[CH:37][CH:36]=3)=[O:32])=[C:26]([CH:29]=[CH2:30])[CH2:27][S:28][C@H:23]12)=O.CO>C(Cl)Cl>[NH2:21][C@@H:22]1[C:47](=[O:48])[N:24]2[C:25]([C:31]([O:33][CH:34]([C:35]3[CH:36]=[CH:37][CH:38]=[CH:39][CH:40]=3)[C:41]3[CH:46]=[CH:45][CH:44]=[CH:43][CH:42]=3)=[O:32])=[C:26]([CH:29]=[CH2:30])[CH2:27][S:28][C@H:23]12. Reactants: CO (methanol), N1=CC=CC=C1 (pyridine), S1C(=CC=C1)CC(=O)N[C@H]1[C@@H]2N(C(=C(CS2)C=C)C(=O)OC(C2=CC=CC=C2)C2=CC=CC=C2)C1=O (diphenylmethyl 7β-(2-thienylacetamido)-3-vinylceph-3-em-4-carboxylate), P(Cl)(Cl)(Cl)(Cl)Cl (phosphorus pentachloride), N1=CC=CC=C1 (pyridine), P(Cl)(Cl)(Cl)(Cl)Cl (phosphorus pentachloride). Reaction conditions: time 20 minute. The reactants are C(CC)[Mg]Br (n-propylmagnesium bromide), C(C1=CC=CC=C1)OC(=O)NC(C(C(C(=O)O)(F)F)O)CC1CCCCC1 (4-benzyloxycarbonylamino-5-cyclohexyl-2,2-difluoro-3-hydroxy pentanoic acid), crude mixture, Cl (HCl). Solvent: C(C)OCC (diethyl ether), C(C)OCC (diethyl ether). Yields the product C(C1=CC=CC=C1)OC(=O)NC(C(C(C(CCC)=O)(F)F)O)CC1CCCCC1 (7-Benzyloxycarbonylamino-8-cyclohexyl-5,5-difluoro-6-hydroxy-4-octanone). As a reaction SMILES: [CH2:1]([Mg]Br)[CH2:2][CH3:3].[CH2:6]([O:13][C:14]([NH:16][CH:17]([CH2:26][CH:27]1[CH2:32][CH2:31][CH2:30][CH2:29][CH2:28]1)[CH:18]([OH:25])[C:19]([F:24])([F:23])[C:20](O)=[O:21])=[O:15])[C:7]1[CH:12]=[CH:11][CH:10]=[CH:9][CH:8]=1.Cl>C(OCC)C>[CH2:6]([O:13][C:14]([NH:16][CH:17]([CH2:26][CH:27]1[CH2:28][CH2:29][CH2:30][CH2:31][CH2:32]1)[CH:18]([OH:25])[C:19]([F:24])([F:23])[C:20](=[O:21])[CH2:1][CH2:2][CH3:3])=[O:15])[C:7]1[CH:12]=[CH:11][CH:10]=[CH:9][CH:8]=1. Procedure: To a rapidly stirred solution of n-propylmagnesium bromide (9 mmol) in anhydrous diethyl ether (20 mL) was added dropwise a solution of 0.641 g (2,25 mmol) of 4-benzyloxycarbonylamino-5-cyclohexyl-2,2-difluoro-3-hydroxy pentanoic acid in anhydrous diethyl ether (10 mL). The mixture was refluxed under nitrogen for two hours after the addition of the acid was completed. The crude mixture was then poured onto a mixture of ice and 0.2N HCl (50 mL). The layers were separated and the aqueous phase was... Reactants: BrC1=NN(C(=C1)C1=NC2=C(C(O1)=O)C=C(C=C2C)C#N)C2=NC=CC=C2Cl (2-[3-bromo-1-(3-chloro-2-pyridinyl)-1H-pyrazol-5-yl]-6-cyano-8-methyl-4H-3,1-benzoxazin-4-one), BrC1=NN(C(=C1)C1=NC2=C(C(O1)=O)C=C(C=C2C)C#N)C2=NC=CC=C2Cl (2-[3-bromo-1-(3-chloro-2-pyridinyl)-1H-pyrazol-5-yl]-6-cyano-8-methyl-4H-3,1-benzoxazin-4-one), CN (methylamine). Solvent: O1CCCC1 (tetrahydrofuran). Reaction conditions: time 5 minute. Yields the product BrC1=NN(C(=C1)C(=O)NC1=C(C=C(C=C1C(=O)NC)C#N)C)C1=NC=CC=C1Cl (3-bromo-1-(3-chloro-2-pyridinyl)-N-[4-cyano-2-methyl-6-[(methylamino)carbonyl]phenyl]-1H-pyrazole-5-carboxamide). RXN SMILES: [Br:1][C:2]1[CH:6]=[C:5]([C:7]2[O:12][C:11](=[O:13])[C:10]3[CH:14]=[C:15]([C:19]#[N:20])[CH:16]=[C:17]([CH3:18])[C:9]=3[N:8]=2)[N:4]([C:21]2[C:26]([Cl:27])=[CH:25][CH:24]=[CH:23][N:22]=2)[N:3]=1.[CH3:28][NH2:29]>O1CCCC1>[Br:1][C:2]1[CH:6]=[C:5]([C:7]([NH:8][C:9]2[C:10]([C:11]([NH:29][CH3:28])=[O:13])=[CH:14][C:15]([C:19]#[N:20])=[CH:16][C:17]=2[CH3:18])=[O:12])[N:4]([C:21]2[C:26]([Cl:27])=[CH:25][CH:24]=[CH:23][N:22]=2)[N:3]=1. Procedure: To a solution of 2-[3-bromo-1-(3-chloro-2-pyridinyl)-1H-pyrazol-5-yl]-6-cyano-8-methyl-4H-3,1-benzoxazin-4-one (i.e. the cyanobenzoxazinone product of Step F) (100 mg, 0.22 mmol) in tetrahydrofuran (5 mL) was added dropwise methylamine (2.0 M solution in THF, 0.5 mL, 1.0 mmol) and the reaction mixture was stirred for 5 minutes, at which point thin layer chromatography on silica gel confirmed completion of the reaction. The tetrahydrofuran solvent was evaporated under reduced pressure, and the re... As a reaction SMILES: [C:27].[CH2:1]([O:2][C:3](=[O:4])[NH:10][c:11]1[cH:12][c:13]([C:20]([F:21])([F:22])[F:23])[c:14]([CH2:17][CH2:18][F:19])[cH:15][cH:16]1)[c:5]1[cH:6][cH:7][cH:8][cH:9][cH:24]1.[CH3:25][OH:26].[Pd:28]>>[NH2:10][c:11]1[cH:12][c:13]([C:20]([F:21])([F:22])[F:23])[c:14]([CH2:17][CH2:18][F:19])[cH:15][cH:16]1. The product is Nc1ccc(CCF)c(C(F)(F)F)c1. The reactants are C, O=C(Nc1ccc(CCF)c(C(F)(F)F)c1)OCc1ccccc1, CO, [Pd].